From a dataset of the Open Reaction Database (ORD), a public repository of structured organic reaction records. describe an organic reaction: reactants, conditions, products, and yield The reactants are BrCC(=O)C1=CC(=C(C=C1)F)Br (2-bromo-1-(3-bromo-4-fluorophenyl)ethanone), FC(C1=C(C=NC=C1)C(N)=S)(F)F (4-trifluoromethylpyridine-3-thiocarboxamide). The product is BrC=1C=C(C=CC1F)C=1N=C(SC1)C=1C=NC=CC1C(F)(F)F (3-[4-(3-bromo-4-fluorophenyl)-1,3-thiazol-2-yl]-4-(trifluoromethyl)pyridine). The yield is 41.0%. RXN SMILES: Br[CH2:2][C:3]([C:5]1[CH:10]=[CH:9][C:8]([F:11])=[C:7]([Br:12])[CH:6]=1)=O.[F:13][C:14]([F:25])([F:24])[C:15]1[CH:20]=[CH:19][N:18]=[CH:17][C:16]=1[C:21](=[S:23])[NH2:22]>>[Br:12][C:7]1[CH:6]=[C:5]([C:3]2[N:22]=[C:21]([C:16]3[CH:17]=[N:18][CH:19]=[CH:20][C:15]=3[C:14]([F:25])([F:13])[F:24])[S:23][CH:2]=2)[CH:10]=[CH:9][C:8]=1[F:11]. Procedure: By the reaction in the same manner as in Example 25-iii) using 2-bromo-1-(3-bromo-4-fluorophenyl)ethanone (3.10 g) and 4-trifluoromethylpyridine-3-thiocarboxamide (1.87 g), the title compound (1.50 g) was obtained as brown needle crystals.